Dataset: the Open Reaction Database (ORD), a public repository of structured organic reaction records. Task: describe an organic reaction: reactants, conditions, products, and yield Starting materials: COCCCC[C@H]1CN(CCN1)C1=NC2=C(NC=3SC(=CC13)C)C=CC=C2 ((S)-10-[3-(4-methoxybutyl)-piperazin-1-yl]-2-methyl-4H-3-thia-4,9-diaza-benzo[f]azulene), C=O (formaldehyde), NaHB(OAc)3. The solvent is O (H2O), [OH-].[Na+] (NaOH), ClC(C)Cl (dichloroethane). Reaction conditions: time 8 hour. The product is COCCCC[C@H]1CN(CCN1C)C1=NC2=C(NC=3SC(=CC13)C)C=CC=C2 ((S)-10-[3-(4-Methoxy-butyl)-4-methyl-piperazin-1-yl]-2-methyl-4H-3-thia-4,9-diaza-benzo[f]azulene). As a reaction SMILES: [CH3:1][O:2][CH2:3][CH2:4][CH2:5][CH2:6][C@@H:7]1[NH:12][CH2:11][CH2:10][N:9]([C:13]2[C:22]3[CH:21]=[C:20]([CH3:23])[S:19][C:18]=3[NH:17][C:16]3[CH:24]=[CH:25][CH:26]=[CH:27][C:15]=3[N:14]=2)[CH2:8]1.[CH2:28]=O>ClC(Cl)C.O.[OH-].[Na+]>[CH3:1][O:2][CH2:3][CH2:4][CH2:5][CH2:6][C@@H:7]1[N:12]([CH3:28])[CH2:11][CH2:10][N:9]([C:13]2[C:22]3[CH:21]=[C:20]([CH3:23])[S:19][C:18]=3[NH:17][C:16]3[CH:24]=[CH:25][CH:26]=[CH:27][C:15]=3[N:14]=2)[CH2:8]1 |f:4.5|. Procedure: Into a room temperature, stirred solution of (S)-10-[3-(4-methoxybutyl)-piperazin-1-yl]-2-methyl-4H-3-thia-4,9-diaza-benzo[f]azulene (0.031 g, 0.08 mmol), and formaldehyde solution (0.082 mL, 0.10 mmol, 37% in H2O) in dichloroethane (0.5 mL) was added NaHB(OAc)3 (0.026 g, 0.12 mmol) and stirred overnight. Dilute the solution with H2O (20 mL), 1.0 N NaOH (1 mL) and extract with CH2Cl2 (3×40 mL). Dry the combined organic layers over Na2SO4, and filter. Concentrate the mixture under reduced pressur... Starting materials: OC=1C=C(C=C(C1)C1=CC=C(C=C1)C)C(=O)OC (methyl 5-hydroxy-4′-methylbiphenyl-3-carboxylate), C([O-])([O-])=O.[K+].[K+] (potassium carbonate), BrC=1SC=CN1 (2-bromothiazole), CS(=O)C (dimethyl sulfoxide). Run in CCOC(=O)C (EtOAc). Conditions: temperature 135 celsius, time 8 hour. The product is CC1=CC=C(C=C1)C1=CC(=CC(=C1)OC=1SC=CN1)C(=O)OC (Methyl 4′-methyl-5-(thiazol-2-yloxy)biphenyl-3-carboxylate). As a reaction SMILES: [OH:1][C:2]1[CH:3]=[C:4]([C:15]([O:17][CH3:18])=[O:16])[CH:5]=[C:6]([C:8]2[CH:13]=[CH:12][C:11]([CH3:14])=[CH:10][CH:9]=2)[CH:7]=1.C(=O)([O-])[O-].[K+].[K+].Br[C:26]1[S:27][CH:28]=[CH:29][N:30]=1.CS(C)=O>CCOC(C)=O>[CH3:14][C:11]1[CH:10]=[CH:9][C:8]([C:6]2[CH:7]=[C:2]([O:1][C:26]3[S:27][CH:28]=[CH:29][N:30]=3)[CH:3]=[C:4]([C:15]([O:17][CH3:18])=[O:16])[CH:5]=2)=[CH:13][CH:12]=1 |f:1.2.3|. Procedure details: A mixture of methyl 5-hydroxy-4′-methylbiphenyl-3-carboxylate (100 mg, 0.41 mmol), potassium carbonate (114 mg, 0.83 mmol), 2-bromothiazole (0.38 mL, 4.2 mmol), and dimethyl sulfoxide (2.5 mL) was stirred at 135° C. overnight. After cooling, the mixture was diluted with EtOAc and washed with aq. NaHCO3 (sat.), dried over anhydrous MgSO4, and concentrated. The residue was purified by flash chromatography (0-20% EtOAc/hexane) to afford the title compound. Reactants: C(C)S(=O)(=O)C1=CC(=C(C=C1)O)[N+](=O)[O-] (4-(ethylsulfonyl)-2-nitrophenol), BrC(C(=O)OC)C (methyl 2-bromopropanoate), substituted-2-nitrophenols. Product: C(C)S(=O)(=O)C1=CC2=C(OC(C(N2)=O)C)C=C1 (6-(Ethylsulfonyl)-2-methyl-2H-benzo[b][1,4]oxazin-3(4H)-one). RXN SMILES: [CH2:1]([S:3]([C:6]1[CH:11]=[CH:10][C:9]([OH:12])=[C:8]([N+:13]([O-])=O)[CH:7]=1)(=[O:5])=[O:4])[CH3:2].Br[CH:17]([CH3:22])[C:18](OC)=[O:19]>>[CH2:1]([S:3]([C:6]1[CH:11]=[CH:10][C:9]2[O:12][CH:17]([CH3:22])[C:18](=[O:19])[NH:13][C:8]=2[CH:7]=1)(=[O:5])=[O:4])[CH3:2]. Procedure: Using 4-(ethylsulfonyl)-2-nitrophenol and methyl 2-bromopropanoate in the general procedure for alkylation of substituted-2-nitrophenols followed by reaction of the product in the general procedure for reduction of nitro group and subsequent ring closure gives a white solid: 1H NMR (DMSO-d6, 400 MHz): δ=10.96 (s, 1H), 7.43 (dd, J=8.3, 2.0 Hz, 1H), 7.37 (d, J=2.3 Hz, 1H), 7.19 (d, J=8.3 Hz, 1H), 4.85 (q, J=6.8 Hz, 1H), 3.23 (q, J=7.3 Hz, 2H), 1.46 (d, J=6.8 Hz, 3H), 1.10 ppm (t, J=7.5 Hz, 3H). ES... The reactants are CC1=NC2=NC=CC(=C2C=C1)Cl (2-methyl-5-chloro-1,8-naphthyridine), N1=C(C=CC=C1)OC1=CC=C(N)C=C1 (4-(2-pyridyloxy)aniline). The solvent is IMS, IMS. Conditions: time 3 minute. Product: O.Cl.CC1=NC2=NC=CC(=C2C=C1)NC1=CC=C(C=C1)OC1=NC=CC=C1 (2-methyl-5-[4-(2-pyridyloxy)anilino]-1,8-naphthyridine hydrochloride hydrate). As a reaction SMILES: [CH3:1][C:2]1[CH:11]=[CH:10][C:9]2[C:4](=[N:5][CH:6]=[CH:7][C:8]=2[Cl:12])[N:3]=1.[N:13]1[CH:18]=[CH:17][CH:16]=[CH:15][C:14]=1[O:19][C:20]1[CH:26]=[CH:25][C:23]([NH2:24])=[CH:22][CH:21]=1>>[OH2:19].[ClH:12].[CH3:1][C:2]1[CH:11]=[CH:10][C:9]2[C:4](=[N:5][CH:6]=[CH:7][C:8]=2[NH:24][C:23]2[CH:22]=[CH:21][C:20]([O:19][C:14]3[CH:15]=[CH:16][CH:17]=[CH:18][N:13]=3)=[CH:26][CH:25]=2)[N:3]=1 |f:2.3.4|. Procedure: A mixture of 2-methyl-5-chloro-1,8-naphthyridine (2.0 g), 4-(2-pyridyloxy)aniline (2.1 g) and IMS (50 ml) was boiled under reflux for 3.5 hours. The mixture was cooled and filtered to give a solid. The solid was suspended in IMS (770 ml) and hydrogen chloride gas was bubbled through the mixture while the mixture was cooled in an ice bath. The mixture was then warmed until all the solid had dissolved and then cooled in an ice bath and further hydrogen chloride gas was bubbled through. After stand... Reactants: C(=O)(N1C=NC=C1)N1C=NC=C1 (carbonyldiimidazole), CC1=C(C=C(S1)C(=O)O)NC(CC1=CC=CC=C1)=O (5-methyl-4-phenylacetylamino-thiophene-2-carboxylic acid), C(C1=CC=2OCOC2C=C1)N (piperonyl amine). The product is O1COC2=C1C=CC(=C2)CNC(=O)C=2SC(=C(C2)NC(CC2=CC=CC=C2)=O)C (5-methyl-4-phenylacetylamino-thiophene-2-carboxylic acid (1,3-benzodioxol-5-ylmethyl)-amide). Isolated yield 95.7%. RXN SMILES: C(N1C=CN=C1)(N1C=CN=C1)=O.[CH3:13][C:14]1[S:18][C:17]([C:19]([OH:21])=O)=[CH:16][C:15]=1[NH:22][C:23](=[O:31])[CH2:24][C:25]1[CH:30]=[CH:29][CH:28]=[CH:27][CH:26]=1.[CH2:32]([NH2:42])[C:33]1[CH:41]=[CH:40][C:39]2[O:38][CH2:37][O:36][C:35]=2[CH:34]=1>>[O:38]1[C:39]2[CH:40]=[CH:41][C:33]([CH2:32][NH:42][C:19]([C:17]3[S:18][C:14]([CH3:13])=[C:15]([NH:22][C:23](=[O:31])[CH2:24][C:25]4[CH:30]=[CH:29][CH:28]=[CH:27][CH:26]=4)[CH:16]=3)=[O:21])=[CH:34][C:35]=2[O:36][CH2:37]1. Procedure details: The title compound was prepared according to the procedure described for Example 2 using carbonyldiimidazole (0.26 g, 1.7 mmol), 5-methyl-4-phenylacetylamino-thiophene-2-carboxylic acid from Example 10, Step 1 (0.3 g, 1.1 mmol), and piperonyl amine (0.17 g, 1.1 mmol) to afford 0.43 g of 5-methyl-4-phenylacetylamino-thiophene-2-carboxylic acid (1,3-benzodioxol-5-ylmethyl)-amide. A sample of the product was chromatographed on silica gel, eluting with ethyl acetate. Evaporation of the effluent unde...